This data is from the Open Reaction Database (ORD), a public repository of structured organic reaction records. The task is: describe an organic reaction: reactants, conditions, products, and yield The reactants are BrCc1ccccc1, CN(C)C=O, [H-], Oc1ccc(I)cc1, [Na+]. The product is Ic1ccc(OCc2ccccc2)cc1. RXN SMILES: [Br:11][CH2:12][c:13]1[cH:14][cH:15][cH:16][cH:17][cH:18]1.[CH3:19][N:20]([CH3:21])[CH:22]=[O:23].[H-:1].[I:3][c:4]1[cH:5][cH:6][c:7]([OH:10])[cH:8][cH:9]1.[Na+:2]>>[I:3][c:4]1[cH:5][cH:6][c:7]([O:10][CH2:12][c:13]2[cH:14][cH:15][cH:16][cH:17][cH:18]2)[cH:8][cH:9]1. The product is BrC=1C=C(C=CC1)C(=O)C1=C(C=C(C(=C1)OC)OC)NC(C(C)(C)C)=O (N-{2-[(3-bromophenyl)carbonyl]-4,5-dimethoxyphenyl}-2,2-dimethylpropanamide). As a reaction SMILES: Br[C:2]1[CH:7]=[C:6]([O:8][CH3:9])[C:5]([O:10][CH3:11])=[CH:4][C:3]=1[NH:12][C:13](=[O:18])[C:14]([CH3:17])([CH3:16])[CH3:15].[Li]CCCC.[Br:24][C:25]1[CH:26]=[C:27]([CH:34]=[CH:35][CH:36]=1)[C:28](N(OC)C)=[O:29]>C1COCC1>[Br:24][C:25]1[CH:26]=[C:27]([C:28]([C:2]2[CH:7]=[C:6]([O:8][CH3:9])[C:5]([O:10][CH3:11])=[CH:4][C:3]=2[NH:12][C:13](=[O:18])[C:14]([CH3:17])([CH3:16])[CH3:15])=[O:29])[CH:34]=[CH:35][CH:36]=1. The reactants are BrC1=C(C=C(C(=C1)OC)OC)NC(C(C)(C)C)=O (N-(2-bromo-4,5-dimethoxyphenyl)-2,2-dimethylpropanamide), BrC=1C=C(C(=O)N(C)OC)C=CC1 (3-bromo-N-methoxy-N-methylbenzamide), [Li]CCCC (n-BuLi). Reaction conditions: temperature -78 celsius, time 1 hour. Run in C1CCOC1 (THF), C1CCOC1 (THF). Procedure details: A flamed dried 500 mL three-necked flask was charged N-(2-bromo-4,5-dimethoxyphenyl)-2,2-dimethylpropanamide (30 g, 95 mmol) and dry THF (200 mL) under N2. n-BuLi (114 mL, 2.5 mol/L, 285 mmol) was added dropwise at −78° C. After the mixture was stirred at −78° C. for 1 hour, 3-bromo-N-methoxy-N-methylbenzamide (23.2 g, 94.9 mmol) in dry THF (30 mL) was added dropwise slowly at −78° C. The resulting mixture was stirred at −78° C. for 3 hours, then quenched with saturated NH4Cl (100 mL). The mixtu... Starting materials: C#CC(C)(C)C, CC(=O)[O-], CC(=O)[O-], CCCCN, CCN(CC=CCl)Cc1cccc(Br)c1, [Cu]I, C1CCOC1, [Pd+2], c1ccc(P(c2ccccc2)c2ccccc2)cc1. The product is CCN(CC=CC#CC(C)(C)C)Cc1cccc(Br)c1. As a reaction SMILES: [C:40]([CH3:41])([CH3:42])([CH3:43])[C:44]#[CH:45].[C:48]([O-:49])(=[O:50])[CH3:51].[C:53]([O-:54])(=[O:55])[CH3:56].[CH2:35]([NH2:36])[CH2:37][CH2:38][CH3:39].[Cl:1][CH:2]=[CH:3][CH2:4][N:5]([CH2:6][CH3:7])[CH2:8][c:9]1[cH:10][c:11]([Br:15])[cH:12][cH:13][cH:14]1.[Cu:46][I:47].[O:57]1[CH2:58][CH2:59][CH2:60][CH2:61]1.[Pd+2:52].[c:16]1([P:17]([c:18]2[cH:19][cH:20][cH:21][cH:22][cH:23]2)[c:24]2[cH:25][cH:26][cH:27][cH:28][cH:29]2)[cH:30][cH:31][cH:32][cH:33][cH:34]1>>[CH:2](=[CH:3][CH2:4][N:5]([CH2:6][CH3:7])[CH2:8][c:9]1[cH:10][c:11]([Br:15])[cH:12][cH:13][cH:14]1)[C:45]#[C:44][C:40]([CH3:41])([CH3:42])[CH3:43]. Reactants: NC=1C=2N(C=CN1)C(=NC2C=2CCN(CC2)C(=O)C2=CC=CC=C2)C2CCC2 ([4-(8-amino-3-cyclobutylimidazo[1,5-a]pyrazin-1-yl)-3,6-dihydro-2H-pyridin-1-yl]-phenylmethanone), C1(=CC=CC=C1)CC(=O)O (phenyl-acetic acid), ( 100 ). Yields the product NC=1C=2N(C=CN1)C(=NC2C=2CCN(CC2)C(CC2=CC=CC=C2)=O)C2CCC2 (1-[4-(8-Amino-3-cyclobutylimidazo[1,5-a]pyrazin-1-yl)-3,6-dihydro-2H-pyridin-1-yl]-2-phenylethanone). Reaction SMILES: [NH2:1][C:2]1[C:3]2[N:4]([C:8]([CH:25]3[CH2:28][CH2:27][CH2:26]3)=[N:9][C:10]=2[C:11]2[CH2:12][CH2:13][N:14]([C:17](C3C=CC=CC=3)=[O:18])[CH2:15][CH:16]=2)[CH:5]=[CH:6][N:7]=1.[C:29]1([CH2:35]C(O)=O)[CH:34]=[CH:33][CH:32]=[CH:31][CH:30]=1>>[NH2:1][C:2]1[C:3]2[N:4]([C:8]([CH:25]3[CH2:28][CH2:27][CH2:26]3)=[N:9][C:10]=2[C:11]2[CH2:12][CH2:13][N:14]([C:17](=[O:18])[CH2:35][C:29]3[CH:34]=[CH:33][CH:32]=[CH:31][CH:30]=3)[CH2:15][CH:16]=2)[CH:5]=[CH:6][N:7]=1. Procedure details: Prepared according to a procedure analogous to that described for synthesis of [4-(8-amino-3-cyclobutylimidazo[1,5-a]pyrazin-1-yl)-3,6-dihydro-2H-pyridin-1-yl]-phenylmethanone except using phenyl-acetic acid. 1H NMR (400 MHz, CDCl3): δ 2.03 (dd, J=8.08, 3.03 Hz, 1H) 2.11-2.25 (m, 1H) 2.41-2.60 (m, 5H) 2.74 (br. s., 1H) 3.68-3.78 (m, 2H) 3.84 (s, 2H) 3.93 (t, J=5.68 Hz, 1H) 4.17 (d, J=2.53 Hz, 1H) 4.35 (d, J=2.53 Hz, 1H) 5.78-6.08 (m, 1H) 6.81 (t, J=6.06 Hz, 1H) 6.99 (d, J=5.56 Hz, 1H) 7.22-7.40 ... The reactants are CN(C=O)C (N,N-dimethylformamide), COC1=CC=C2C=CC(N(C2=C1)CCCC1(CCNCC1)C(=O)OCC)=O (ethyl 4-(3-(7-methoxy-2-oxoquinolin-1(2H)-yl)propyl)piperidine-4-carboxylate), C([O-])([O-])=O.[K+].[K+] (potassium carbonate), CN(C=O)C (N,N-dimethylformamide), BrCCCC1=CC=CC=C1 ((3-bromopropyl)benzene). Run in O (water), C(C)(=O)OCC (ethyl acetate). Run at temperature 67.5 celsius, time 1.5 hour. The product is COC1=CC=C2C=CC(N(C2=C1)CCCC1(CCN(CC1)CCCC1=CC=CC=C1)C(=O)OCC)=O (ethyl 4-(3-(7-methoxy-2-oxoquinolin-1(2H)-yl)propyl)-1-(3-phenylpropyl)piperidine-4-carboxylate). As a reaction SMILES: CN(C)C=O.[CH3:6][O:7][C:8]1[CH:17]=[C:16]2[C:11]([CH:12]=[CH:13][C:14](=[O:32])[N:15]2[CH2:18][CH2:19][CH2:20][C:21]2([C:27]([O:29][CH2:30][CH3:31])=[O:28])[CH2:26][CH2:25][NH:24][CH2:23][CH2:22]2)=[CH:10][CH:9]=1.C(=O)([O-])[O-].[K+].[K+].Br[CH2:40][CH2:41][CH2:42][C:43]1[CH:48]=[CH:47][CH:46]=[CH:45][CH:44]=1>O.C(OCC)(=O)C>[CH3:6][O:7][C:8]1[CH:17]=[C:16]2[C:11]([CH:12]=[CH:13][C:14](=[O:32])[N:15]2[CH2:18][CH2:19][CH2:20][C:21]2([C:27]([O:29][CH2:30][CH3:31])=[O:28])[CH2:26][CH2:25][N:24]([CH2:40][CH2:41][CH2:42][C:43]3[CH:48]=[CH:47][CH:46]=[CH:45][CH:44]=3)[CH2:23][CH2:22]2)=[CH:10][CH:9]=1 |f:2.3.4|. Procedure: To 1.25 mL of an N,N-dimethylformamide solution containing 70 mg of ethyl 4-(3-(7-methoxy-2-oxoquinolin-1(2H)-yl)propyl)piperidine-4-carboxylate, 57 mg of potassium carbonate and 0.25 mL of an N,N-dimethylformamide solution containing 31 μL of (3-bromopropyl)benzene were added at room temperature, and stirred at 60-75° C. for 1.5 hours. After the reaction mixture was cooled to the room temperature, ethyl acetate and water were added. The organic layer was separated, and the mixture was washed se... Reactants: BrC(C(=O)OCC)C1=CC=C(C=C1)Br (ethyl bromo(4-bromophenyl)acetate), SC1=CC=C(C=C1)O (4-mercaptophenol), white solid. The product is C(C)OC(C(SC1=CC=C(C=C1)O)C1=CC=C(C=C1)Br)=O (Ethyl(4-bromophenyl)[(4-hydroxyphenyl)sulfanyl]acetate). The yield is 92.0%. Reaction SMILES: Br[CH:2]([C:8]1[CH:13]=[CH:12][C:11]([Br:14])=[CH:10][CH:9]=1)[C:3]([O:5][CH2:6][CH3:7])=[O:4].[SH:15][C:16]1[CH:21]=[CH:20][C:19]([OH:22])=[CH:18][CH:17]=1>>[CH2:6]([O:5][C:3](=[O:4])[CH:2]([C:8]1[CH:13]=[CH:12][C:11]([Br:14])=[CH:10][CH:9]=1)[S:15][C:16]1[CH:21]=[CH:20][C:19]([OH:22])=[CH:18][CH:17]=1)[CH3:7]. Procedure: Ethyl(4-bromophenyl)[(4-hydroxyphenyl)sulfanyl]acetate was prepared according to the general method as outlined in example 1 (step 1), starting from ethyl bromo(4-bromophenyl)acetate (15 g, 45.6 mmol) and 4-mercaptophenol (5.75 g, 45.6 mmol); 15.39 g white solid. mp: 55.6° C.; Yield 92%; MS: 365.1 (M−H)− Starting materials: FC1=CC=C(C=C1)CN1C(=NC2=C1C=CC=C2)NC2CCN(CC2)CCCSC2=CC=C(C=C2)OC (1-(4-fluorophenylmethyl)-N-{1-[3-(4-methoxyphenylthio)propyl]-4-piperidinyl}-1H-benzimidazol-2-amine), OO (hydrogen peroxide), C(C)(=O)O (acetic acid), [OH-].[Na+] (sodium hydroxide). The product is C(C(=O)O)(=O)O.FC1=CC=C(C=C1)CN1C(=NC2=C1C=CC=C2)NC2CCN(CC2)CCCS(=O)(=O)C2=CC=C(C=C2)OC (1-(4-fluorophenylmethyl)-N-{1-[3-(4-methoxyphenylsulfonyl)propyl]-4-piperidinyl}-1H-benzimidazol-2-amine ethanedioate). Isolated yield 16.0%. Reaction SMILES: [F:1][C:2]1[CH:7]=[CH:6][C:5]([CH2:8][N:9]2[C:13]3[CH:14]=[CH:15][CH:16]=[CH:17][C:12]=3[N:11]=[C:10]2[NH:18][CH:19]2[CH2:24][CH2:23][N:22]([CH2:25][CH2:26][CH2:27][S:28][C:29]3[CH:34]=[CH:33][C:32]([O:35][CH3:36])=[CH:31][CH:30]=3)[CH2:21][CH2:20]2)=[CH:4][CH:3]=1.OO.[OH-:39].[Na+].[C:41]([OH:44])(=[O:43])[CH3:42]>>[C:41]([OH:44])(=[O:43])[C:42]([OH:35])=[O:39].[F:1][C:2]1[CH:7]=[CH:6][C:5]([CH2:8][N:9]2[C:13]3[CH:14]=[CH:15][CH:16]=[CH:17][C:12]=3[N:11]=[C:10]2[NH:18][CH:19]2[CH2:24][CH2:23][N:22]([CH2:25][CH2:26][CH2:27][S:28]([C:29]3[CH:30]=[CH:31][C:32]([O:35][CH3:36])=[CH:33][CH:34]=3)(=[O:43])=[O:39])[CH2:21][CH2:20]2)=[CH:4][CH:3]=1 |f:2.3,5.6|. Reported procedure: A mixture of 3.7 parts of 1-(4-fluorophenylmethyl)-N-{1-[3-(4-methoxyphenylthio)propyl]-4-piperidinyl}-1H-benzimidazol-2-amine, 2.42 parts of hydrogen peroxide solution 30% and 20 parts of acetic acid is stirred and refluxed for 1 hour. The reaction mixture is cooled and poured onto ice-water. The whole is alkalized with sodium hydroxide solution 50% and the product is extracted with trichloromethane. The extract is washed with water, dried, filtered and evaporated. The residue is purified by co... Starting materials: Oc1ccc2ccccc2c1Br, C1CCOC1, CI, [H-], [Na+]. Yields the product COc1ccc2ccccc2c1Br. As a reaction SMILES: [Br:1][c:2]1[c:3]([OH:12])[cH:4][cH:5][c:6]2[cH:7][cH:8][cH:9][cH:10][c:11]12.[CH2:17]1[O:18][CH2:19][CH2:20][CH2:21]1.[CH3:15][I:16].[H-:14].[Na+:13]>>[Br:1][c:2]1[c:3]([O:12][CH3:15])[cH:4][cH:5][c:6]2[cH:7][cH:8][cH:9][cH:10][c:11]12.